From a dataset of the Open Reaction Database (ORD), a public repository of structured organic reaction records. describe an organic reaction: reactants, conditions, products, and yield Reactants: CC1(OC[C@H](O1)C1=NSC(=N1)NC1=NC=C(C=C1OC=1C(=NC=CC1)C)SC1=NC=CC=C1)C ((R)-3-(2,2-dimethyl-1,3-dioxolan-4-yl)-N-(3-(2-methylpyridin-3-yloxy)-5-(pyridin-2-ylthio)pyridin-2-yl)-1,2,4-thiadiazol-5-amine), Cl (HCl). The solvent is C(C)O (ethanol). Run at temperature 70 celsius. Yields the product CC1=NC=CC=C1OC=1C(=NC=C(C1)SC1=NC=CC=C1)NC1=NC(=NS1)[C@H](CO)O ((R)-1-(5-(3-(2-methylpyridin-3-yloxy)-5-(pyridin-2-ylthio)pyridin-2-ylamino)-1,2,4-thiadiazol-3-yl)ethane-1,2-diol). The yield is 82.4%. RXN SMILES: CC1(C)[O:6][C@H:5]([C:7]2[N:11]=[C:10]([NH:12][C:13]3[C:18]([O:19][C:20]4[C:21]([CH3:26])=[N:22][CH:23]=[CH:24][CH:25]=4)=[CH:17][C:16]([S:27][C:28]4[CH:33]=[CH:32][CH:31]=[CH:30][N:29]=4)=[CH:15][N:14]=3)[S:9][N:8]=2)[CH2:4][O:3]1.Cl>C(O)C>[CH3:26][C:21]1[C:20]([O:19][C:18]2[C:13]([NH:12][C:10]3[S:9][N:8]=[C:7]([C@@H:5]([OH:6])[CH2:4][OH:3])[N:11]=3)=[N:14][CH:15]=[C:16]([S:27][C:28]3[CH:33]=[CH:32][CH:31]=[CH:30][N:29]=3)[CH:17]=2)=[CH:25][CH:24]=[CH:23][N:22]=1. Procedure: A flask was charged with (R)-3-(2,2-dimethyl-1,3-dioxolan-4-yl)-N-(3-(2-methylpyridin-3-yloxy)-5-(pyridin-2-ylthio)pyridin-2-yl)-1,2,4-thiadiazol-5-amine (3.8 g, 7.683 mmol) and added ethanol (40 mL). 3M HCl (5.122 ml, 15.37 mmol) was added, and the reaction was heated to 70° C. for 1 hour, then cooled to ambient temperature. The ethanol removed in vacuo and saturated sodium bicarbonate solution was added. The aqueous layer was extracted with ethyl acetate. The majority of product crashed out of...